From a dataset of the Open Reaction Database (ORD), a public repository of structured organic reaction records. describe an organic reaction: reactants, conditions, products, and yield Reaction SMILES: C(OC(=O)C)(=O)C.[CH3:8][C:9]1[CH:17]=[CH:16][CH:15]=[CH:14][C:10]=1[C:11]([OH:13])=[O:12].[I:18]I>>[I:18][C:15]1[CH:16]=[CH:17][C:9]([CH3:8])=[C:10]([CH:14]=1)[C:11]([OH:13])=[O:12]. The reactants are C(C)(=O)OC(C)=O (Acetic anhydride), CC1=C(C(=O)O)C=CC=C1 (2-methylbenzoic acid), II (iodine), CC1=C(C(=O)O)C=CC=C1 (2-methylbenzoic acid), C(C)(=O)OC(C)=O (acetic anhydride). Reported procedure: Acetic anhydride serving as a dehydrating agent is used in an amount of 0.01 to 2 parts by weight on the basis of 1 part by weight of 2-methylbenzoic acid serving as a starting material, preferably 0.1 to 1.5 parts by weight. Through controlling the amount of acetic anhydride so as to fall within the above ranges, a sufficient reaction-promoting effect can be attained, whereby conversion of 2-methylbenzoic acid serving as a starting material and that of iodine can be enhanced. Thus, 5-iodo-2-met... Yields the product IC=1C=CC(=C(C(=O)O)C1)C (5-iodo-2-methylbenzoic acid).